Dataset: the Open Reaction Database (ORD), a public repository of structured organic reaction records. Task: describe an organic reaction: reactants, conditions, products, and yield Starting materials: BrC=1N=C(N2C1C(=NC=C2)Cl)N2CC=1N(CC2)C(=NN1)C(F)(F)F (7-(1-bromo-8-chloroimidazo[1,5-a]pyrazin-3-yl)-3-(trifluoromethyl)-5,6,7,8-tetrahydro-[1,2,4]triazolo[4,3-a]pyrazine), N (ammonia), CC(C)O (IPA). Run at temperature 120 celsius. Product: BrC=1N=C(N2C1C(=NC=C2)N)N2CC=1N(CC2)C(=NN1)C(F)(F)F (1-bromo-3-(3-(trifluoromethyl)-5,6-dihydro-[1,2,4]triazolo[4,3-a]pyrazin-7(8H)-yl)imidazo[1,5-a]pyrazin-8-amine). RXN SMILES: [Br:1][C:2]1[N:3]=[C:4]([N:12]2[CH2:17][CH2:16][N:15]3[C:18]([C:21]([F:24])([F:23])[F:22])=[N:19][N:20]=[C:14]3[CH2:13]2)[N:5]2[CH:10]=[CH:9][N:8]=[C:7](Cl)[C:6]=12.[NH3:25].CC(O)C>>[Br:1][C:2]1[N:3]=[C:4]([N:12]2[CH2:17][CH2:16][N:15]3[C:18]([C:21]([F:24])([F:23])[F:22])=[N:19][N:20]=[C:14]3[CH2:13]2)[N:5]2[CH:10]=[CH:9][N:8]=[C:7]([NH2:25])[C:6]=12. Procedure details: To a 75 ml sealed vessel was charged with 7-(1-bromo-8-chloroimidazo[1,5-a]pyrazin-3-yl)-3-(trifluoromethyl)-5,6,7,8-tetrahydro-[1,2,4]triazolo[4,3-a]pyrazine (595 mg, 1.408 mmol) along with ammonia in IPA (2N, 0.704 ml, 1.408 mmol). The vessel was sealed with screw cap and heated in an oil bath of 120° C. for 18 hrs overnight. LC-MS showed complete conversion of starting material to product. The mixture was then cooled to room temperature, solid (gel) precipitated and was filtered, washed with ... Starting materials: O=C([O-])O, O=C([O-])[O-], CC(C)=O, O=C(Cl)OCc1ccccc1, Cl, [K+], [K+], [K+], O, O=C(O)C1CC(O)CN1. The product is O=C(O)C1CC(O)CN1C(=O)OCc1ccccc1. Reaction SMILES: [C:21](=[O:22])([OH:23])[O-:24].[C:26](=[O:27])([O-:28])[O-:29].[CH3:33][C:34](=[O:35])[CH3:36].[Cl:10][C:11](=[O:12])[O:13][CH2:14][c:15]1[cH:16][cH:17][cH:18][cH:19][cH:20]1.[ClH:32].[K+:25].[K+:30].[K+:31].[OH2:37].[OH:1][CH:2]1[CH2:3][CH:4]([C:7](=[O:8])[OH:9])[NH:5][CH2:6]1>>[OH:1][CH:2]1[CH2:3][CH:4]([C:7](=[O:8])[OH:9])[N:5]([C:11](=[O:12])[O:13][CH2:14][c:15]2[cH:16][cH:17][cH:18][cH:19][cH:20]2)[CH2:6]1. The reactants are NC=1N(C(C=2NC(=NC2N1)C=1C=NN(C1)CC1=CC(=CC=C1)C(F)(F)F)=O)CCC (2-Amino-1-propyl-8-[1-(3-trifluoromethyl-benzyl)-1H-pyrazol-4-yl]-1,7-dihydro-purin-6-one), N(=O)OCCC(C)C (isoamyl nitrite), II (iodine), [O-]S(=O)(=S)[O-].[Na+].[Na+] (Na2S2O3). Run in C1CCOC1 (THF). Reaction conditions: temperature 80 celsius, time 2 hour. Yields the product IC=1N(C(C=2NC(=NC2N1)C=1C=NN(C1)CC1=CC(=CC=C1)C(F)(F)F)=O)CCC (2-Iodo-1-propyl-8-[1-(3-trifluoromethyl-benzyl)-1H-pyrazol-4-yl]-1,7-dihydro-purin-6-one). Isolated yield 55.0%. As a reaction SMILES: N[C:2]1[N:3]([CH2:28][CH2:29][CH3:30])[C:4](=[O:27])[C:5]2[NH:6][C:7]([C:11]3[CH:12]=[N:13][N:14]([CH2:16][C:17]4[CH:22]=[CH:21][CH:20]=[C:19]([C:23]([F:26])([F:25])[F:24])[CH:18]=4)[CH:15]=3)=[N:8][C:9]=2[N:10]=1.N(OCCC(C)C)=O.[I:39]I.[O-]S([O-])(=S)=O.[Na+].[Na+]>C1COCC1>[I:39][C:2]1[N:3]([CH2:28][CH2:29][CH3:30])[C:4](=[O:27])[C:5]2[NH:6][C:7]([C:11]3[CH:12]=[N:13][N:14]([CH2:16][C:17]4[CH:22]=[CH:21][CH:20]=[C:19]([C:23]([F:25])([F:24])[F:26])[CH:18]=4)[CH:15]=3)=[N:8][C:9]=2[N:10]=1 |f:3.4.5|. Procedure details: A mixture of 2-Amino-1-propyl-8-[1-(3-trifluoromethyl-benzyl)-1H-pyrazol-4-yl]-1,7-dihydro-purin-6-one (prepared as given in Example 13) (0.169 g, 0.41 mmol), isoamyl nitrite (0.2 ml, 1.5 mmol), iodine (83 mg, 0.32 mmol) was taken in THF (5 ml) and stirred for 2 hours at 80° C. Reaction mixture was cooled and saturated solution of Na2S2O3 was added and extracted with ethyl acetate (3×5 ml). The organic layer was washed with brine (10 ml), dried over Na2SO4 and evaporated to obtain 2-Iodo-1-propy... Starting materials: CN(C)c1ccncc1, CCN1C(=O)Cc2cc(Cl)cnc21, CN(C)C=O, O=C(Cl)c1ccco1. Product: CCN1C(=O)C(C(=O)c2ccco2)c2cc(Cl)cnc21. Reaction SMILES: [CH3:22][N:23]([CH3:24])[c:25]1[cH:26][cH:27][n:28][cH:29][cH:30]1.[Cl:1][c:2]1[cH:3][c:4]2[c:8]([n:9][cH:10]1)[N:7]([CH2:11][CH3:12])[C:6](=[O:13])[CH2:5]2.[O:31]=[CH:32][N:33]([CH3:34])[CH3:35].[o:14]1[c:15]([C:19](=[O:20])[Cl:21])[cH:16][cH:17][cH:18]1>>[Cl:1][c:2]1[cH:3][c:4]2[c:8]([n:9][cH:10]1)[N:7]([CH2:11][CH3:12])[C:6](=[O:13])[CH:5]2[C:19]([c:15]1[o:14][cH:18][cH:17][cH:16]1)=[O:20].